Dataset: the Open Reaction Database (ORD), a public repository of structured organic reaction records. Task: describe an organic reaction: reactants, conditions, products, and yield Starting materials: C1(CC1)N1C=C(C(C2=CC(=C(C=C12)F)F)=O)C(=O)O (1-cyclopropyl-6,7-difluoro-1,4-dihydro-4-oxo-3-quinolinecarboxylic acid), N1CC(CC1)C1=NC=CC=C1CN (2-(3-pyrrolidinyl)-3-pyridinemethanamine). The product is NCC=1C(=NC=CC1)C1CN(CC1)C1=C(C=C2C(C(=CN(C2=C1)C1CC1)C(=O)O)=O)F (7-[3-[3-(Aminomethyl)-2-pyridinyl]-1-pyrrolidinyl]-1-cyclopropyl-6-fluoro-1,4-dihydro-4-oxo-3-quinoline-carboxylic acid). Yield: 86.0%. RXN SMILES: [CH:1]1([N:4]2[C:13]3[C:8](=[CH:9][C:10]([F:15])=[C:11](F)[CH:12]=3)[C:7](=[O:16])[C:6]([C:17]([OH:19])=[O:18])=[CH:5]2)[CH2:3][CH2:2]1.[NH:20]1[CH2:24][CH2:23][CH:22]([C:25]2[C:30]([CH2:31][NH2:32])=[CH:29][CH:28]=[CH:27][N:26]=2)[CH2:21]1>>[NH2:32][CH2:31][C:30]1[C:25]([CH:22]2[CH2:23][CH2:24][N:20]([C:11]3[CH:12]=[C:13]4[C:8]([C:7](=[O:16])[C:6]([C:17]([OH:19])=[O:18])=[CH:5][N:4]4[CH:1]4[CH2:3][CH2:2]4)=[CH:9][C:10]=3[F:15])[CH2:21]2)=[N:26][CH:27]=[CH:28][CH:29]=1. Procedure: Starting from 1-cyclopropyl-6,7-difluoro-1,4-dihydro-4-oxo-3-quinolinecarboxylic acid (0.80 g, 3.0 mmol) and 2-(3-pyrrolidinyl)-3-pyridinemethanamine, a procedure analogous to that given in Example 1 provided the title compound (1.09 g, 86%) as an off-white solid, mp 246°-248° C. Reactants: ClC=1C(=C(C=CC1)[C@H]1[C@@H](N[C@H]([C@]1(C#N)C1=C(C=C(C=C1)Cl)F)CC(C)(C)C)C(=O)NC1=C(C=C(C(=O)O)C=C1)OC)F (4-((2R,3S,4R,5S)-3-(3-chloro-2-fluorophenyl)-4-(4-chloro-2-fluorophenyl)-4-cyano-5-neopentylpyrrolidine-2-carboxamido)-3-methoxybenzoic acid), Cl.ClCC(=O)N1CCN(CC1)C (2-chloro-1-(4-methylpiperazin-1-yl)ethanone, hydrochloride), C([O-])([O-])=O.[Cs+].[Cs+] (cesium carbonate), CN(C=O)C (dimethyl formamide). The solvent is O (water). Reaction conditions: temperature 50 celsius, time 1.5 hour. Yields the product Cl.CN1CCN(CC1)C(COC(C1=CC(=C(C=C1)NC(=O)[C@@H]1N[C@H]([C@]([C@H]1C1=C(C(=CC=C1)Cl)F)(C#N)C1=C(C=C(C=C1)Cl)F)CC(C)(C)C)OC)=O)=O (4-{[(2R,3S,4R,5S)-4-(4-chloro-2-fluoro-phenyl)-3-(3-chloro-2-fluoro-phenyl)-4-cyano-5-(2,2-dimethyl-propyl)-pyrrolidine-2-carbonyl]-amino}-3-methoxy-benzoic acid 2-(4-methyl-piperazin-1-yl)-2-oxo-ethyl ester, hydrochloride). Isolated yield 154.1%. RXN SMILES: [Cl:1][C:2]1[C:3]([F:42])=[C:4]([C@@H:8]2[C@:12]([C:15]3[CH:20]=[CH:19][C:18]([Cl:21])=[CH:17][C:16]=3[F:22])([C:13]#[N:14])[C@H:11]([CH2:23][C:24]([CH3:27])([CH3:26])[CH3:25])[NH:10][C@H:9]2[C:28]([NH:30][C:31]2[CH:39]=[CH:38][C:34]([C:35]([OH:37])=[O:36])=[CH:33][C:32]=2[O:40][CH3:41])=[O:29])[CH:5]=[CH:6][CH:7]=1.Cl.Cl[CH2:45][C:46]([N:48]1[CH2:53][CH2:52][N:51]([CH3:54])[CH2:50][CH2:49]1)=[O:47].C(=O)([O-])[O-].[Cs+].[Cs+].CN(C)C=O>O>[ClH:1].[CH3:54][N:51]1[CH2:52][CH2:53][N:48]([C:46](=[O:47])[CH2:45][O:36][C:35](=[O:37])[C:34]2[CH:38]=[CH:39][C:31]([NH:30][C:28]([C@H:9]3[C@H:8]([C:4]4[CH:5]=[CH:6][CH:7]=[C:2]([Cl:1])[C:3]=4[F:42])[C@:12]([C:15]4[CH:20]=[CH:19][C:18]([Cl:21])=[CH:17][C:16]=4[F:22])([C:13]#[N:14])[C@H:11]([CH2:23][C:24]([CH3:26])([CH3:27])[CH3:25])[NH:10]3)=[O:29])=[C:32]([O:40][CH3:41])[CH:33]=2)[CH2:49][CH2:50]1 |f:1.2,3.4.5,8.9|. Reported procedure: In a 15 mL pressure tube, 4-((2R,3S,4R,5S)-3-(3-chloro-2-fluorophenyl)-4-(4-chloro-2-fluorophenyl)-4-cyano-5-neopentylpyrrolidine-2-carboxamido)-3-methoxybenzoic acid (prepared as described in US20100152190A1, 100 mg, 162 μmol), 2-chloro-1-(4-methylpiperazin-1-yl)ethanone, hydrochloride (34.6 mg, 162 μmol) and cesium carbonate (111 mg, 341 μmol) were combined with dry dimethyl formamide (2 mL) to give a white suspension. The tube was capped and heated at 50° C. with stirring. After 1.5 h, the re... Run at time 1.5 hour. Procedure: A mixture of 6-ethoxy-7-methyl-1,8-naphthyridin-4-ol, (5.0 g) in glacial acetic acid (60 ml) was stirred at between 15°-20° C. while a solution of bromine (2.4 ml) in glacial acetic acid (10 ml) was added dropwise over 10 minutes. The mixture was stirred at ambient temperature for 1.5 hours and then filtered. The residue was washed with water, ground up in water and the mixture basified with sodium bicarbonate and filtered. The solid obtained was ground in sodium bisulphite solution and filtered... RXN SMILES: [CH2:1]([O:3][C:4]1[CH:5]=[C:6]2[C:11](=[N:12][C:13]=1[CH3:14])[N:10]=[CH:9][CH:8]=[C:7]2[OH:15])[CH3:2].[Br:16]Br>C(O)(=O)C.S(=O)(O)[O-].[Na+]>[Br:16][C:8]1[CH:9]=[N:10][C:11]2[C:6]([C:7]=1[OH:15])=[CH:5][C:4]([O:3][CH2:1][CH3:2])=[C:13]([CH3:14])[N:12]=2 |f:3.4|. Yields the product BrC=1C=NC2=NC(=C(C=C2C1O)OCC)C (3-bromo-6-ethoxy-7-methyl-1,8-naphthyridin-4-ol). Starting materials: C(C)OC=1C=C2C(=CC=NC2=NC1C)O (6-ethoxy-7-methyl-1,8-naphthyridin-4-ol), BrBr (bromine). The solvent is C(C)(=O)O (acetic acid), S([O-])(O)=O.[Na+] (sodium bisulphite), C(C)(=O)O (acetic acid). Reactants: O=C1C(=CC(=C(N1)C(=O)OCC)C(=O)OCC)C(=O)OCC (triethyl 1,6-dihydro-6-oxo-2,3,5-pyridinetricarboxylate), P(=O)(Cl)(Cl)Cl (phosphorous oxychloride). The solvent is CN(C=O)C (dimethylformamide). Yields the product ClC1=C(C=C(C(=N1)C(=O)OCC)C(=O)OCC)C(=O)OCC (triethyl 6-chloro-2,3,5-pyridinetricarboxylate). Isolated yield 47.0%. Reaction SMILES: O=[C:2]1[NH:7][C:6]([C:8]([O:10][CH2:11][CH3:12])=[O:9])=[C:5]([C:13]([O:15][CH2:16][CH3:17])=[O:14])[CH:4]=[C:3]1[C:18]([O:20][CH2:21][CH3:22])=[O:19].P(Cl)(Cl)([Cl:25])=O>CN(C)C=O>[Cl:25][C:2]1[N:7]=[C:6]([C:8]([O:10][CH2:11][CH3:12])=[O:9])[C:5]([C:13]([O:15][CH2:16][CH3:17])=[O:14])=[CH:4][C:3]=1[C:18]([O:20][CH2:21][CH3:22])=[O:19]. Procedure: A solution of triethyl 1,6-dihydro-6-oxo-2,3,5-pyridinetricarboxylate (39.7 g) in 300 mL of phosphorous oxychloride and 0.5 mL dimethylformamide is stirred at 100° C. for four hours and 15 minutes. After cooling, the excess phosphorous oxychloride is removed under vacuum. The residue is taken up in 200 mL methylene chloride and the solution poured into 500 mL of ice water and the layers are separated. The aqueous layer, made basic with concentrated ammonium hydroxide and ice, is extracted with 1...